This data is from the Open Reaction Database (ORD), a public repository of structured organic reaction records. The task is: describe an organic reaction: reactants, conditions, products, and yield Starting materials: C1(CC1)COC1=C(C=CC(=N1)C(=O)O)C (6-cyclopropylmethoxy-5-methyl-pyridine-2-carboxylic acid), N1(CCCCC1)N (1-piperidinamine). Yields the product N1(CCCCC1)NC(=O)C1=NC(=C(C=C1)C)OCC1CC1 (6-Cyclopropylmethoxy-5-methyl-pyridine-2-carboxylic acid piperidin-1-ylamide). As a reaction SMILES: [CH:1]1([CH2:4][O:5][C:6]2[N:11]=[C:10]([C:12]([OH:14])=O)[CH:9]=[CH:8][C:7]=2[CH3:15])[CH2:3][CH2:2]1.[N:16]1([NH2:22])[CH2:21][CH2:20][CH2:19][CH2:18][CH2:17]1>>[N:16]1([NH:22][C:12]([C:10]2[CH:9]=[CH:8][C:7]([CH3:15])=[C:6]([O:5][CH2:4][CH:1]3[CH2:2][CH2:3]3)[N:11]=2)=[O:14])[CH2:21][CH2:20][CH2:19][CH2:18][CH2:17]1. Procedure details: The title compound was synthesized in analogy to Example 1, using 6-cyclopropylmethoxy-5-methyl-pyridine-2-carboxylic acid (Example 36 d) and 1-piperidinamine (CAN 2213-43-6) as starting materials, MS (EI): m/e 290.2 [M+H]+. The reactants are CCOC(=O)c1cc(-c2cc(C3CC3)[nH]n2)ccc1Cl, CO, [K+], [OH-], O=C(O)CC(O)(CC(=O)O)C(=O)O. Reaction SMILES: [CH2:1]([CH3:2])[O:3][C:4]([c:5]1[c:6]([Cl:19])[cH:7][cH:8][c:9](-[c:11]2[n:12][nH:13][c:14]([CH:16]3[CH2:17][CH2:18]3)[cH:15]2)[cH:10]1)=[O:20].[CH3:36][OH:37].[K+:22].[OH-:21].[OH:23][C:24]([CH2:25][C:26]([C:27](=[O:28])[OH:29])([CH2:30][C:31](=[O:32])[OH:33])[OH:34])=[O:35]>>[O:3]=[C:4]([c:5]1[c:6]([Cl:19])[cH:7][cH:8][c:9](-[c:11]2[n:12][nH:13][c:14]([CH:16]3[CH2:17][CH2:18]3)[cH:15]2)[cH:10]1)[OH:20]. Yields the product O=C(O)c1cc(-c2cc(C3CC3)[nH]n2)ccc1Cl. Starting materials: FC1=CC=C(C=C1)C1NC2=CC=C(C=C2NC1=O)C(=O)OC (methyl 2-(4-fluorophenyl)-3-oxo-1,2,3,4-tetrahydroquinoxaline-6-carboxylate), O=P(Cl)(Cl)Cl (POCl3), CN(C1=CC=CC=C1)C (N,N-dimethylbenzenamine). Run at temperature 110 celsius, time 8 hour. The product is ClC=1C(=NC2=CC=C(C=C2N1)C(=O)OC)C1=CC=C(C=C1)F (Methyl 3-chloro-2-(4-fluorophenyl)quinoxaline-6-carboxylate). Reaction SMILES: [F:1][C:2]1[CH:7]=[CH:6][C:5]([CH:8]2[C:17](=O)[NH:16][C:15]3[C:10](=[CH:11][CH:12]=[C:13]([C:19]([O:21][CH3:22])=[O:20])[CH:14]=3)[NH:9]2)=[CH:4][CH:3]=1.O=P(Cl)(Cl)[Cl:25].CN(C)C1C=CC=CC=1>>[Cl:25][C:17]1[C:8]([C:5]2[CH:6]=[CH:7][C:2]([F:1])=[CH:3][CH:4]=2)=[N:9][C:10]2[C:15]([N:16]=1)=[CH:14][C:13]([C:19]([O:21][CH3:22])=[O:20])=[CH:12][CH:11]=2. Procedure details: Into a 100-mL round-bottom flask, was placed methyl 2-(4-fluorophenyl)-3-oxo-1,2,3,4-tetrahydroquinoxaline-6-carboxylate (1.2 g, 4.00 mmol, 1.00 equiv), POCl3 (12.2 g, 80.26 mmol, 20.00 equiv), N,N-dimethylbenzenamine (4.9 g, 40.50 mmol, 10.00 equiv). The resulting solution was stirred for overnight at 110° C. in an oil bath. The resulting mixture was concentrated under vacuum and diluted with 50 mL of water. The pH value of the aqueous solution was adjusted to 7 with sodium bicarbonate (4 mol/L... Reactants: CCOC(=O)Cc1cc(Cl)cc(-c2ccc(C(F)(F)F)cc2CN(CC)C(C)=O)c1, C1CCOC1, C[Si](C)(C)[N-][Si](C)(C)C, CCOC(C)=O, CI, [Na+], O. The product is CCOC(=O)C(C)c1cc(Cl)cc(-c2ccc(C(F)(F)F)cc2CN(CC)C(C)=O)c1. Reaction SMILES: [CH2:1]([CH3:2])[O:3][C:4]([CH2:5][c:6]1[cH:7][c:8](-[c:13]2[c:14]([CH2:23][N:24]([CH2:25][CH3:26])[C:27]([CH3:28])=[O:29])[cH:15][c:16]([C:19]([F:20])([F:21])[F:22])[cH:17][cH:18]2)[cH:9][c:10]([Cl:12])[cH:11]1)=[O:30].[CH2:49]1[O:50][CH2:51][CH2:52][CH2:53]1.[CH3:31][Si:32]([CH3:33])([CH3:34])[N-:35][Si:36]([CH3:37])([CH3:38])[CH3:39].[CH3:43][CH2:44][O:45][C:46]([CH3:47])=[O:48].[I:41][CH3:42].[Na+:40].[OH2:54]>>[CH2:1]([CH3:2])[O:3][C:4]([CH:5]([c:6]1[cH:7][c:8](-[c:13]2[c:14]([CH2:23][N:24]([CH2:25][CH3:26])[C:27]([CH3:28])=[O:29])[cH:15][c:16]([C:19]([F:20])([F:21])[F:22])[cH:17][cH:18]2)[cH:9][c:10]([Cl:12])[cH:11]1)[CH3:31])=[O:30]. Starting materials: C(C1=CC=CC=C1)Br (Benzyl bromide), COC1=C(C(C=O)=CC=C1)O (3-methoxysalicylaldehyde), C([O-])([O-])=O.[K+].[K+] (potassium carbonate), O (Water). The reagents and catalysts are [I-].[K+] (potassium iodide). The solvent is CN(C)C=O (DMF). Conditions: temperature 70 celsius. Product: C(C1=CC=CC=C1)OC1=C(C=O)C=CC=C1OC (2-Benzyloxy-3-methoxybenzaldehyde). Isolated yield 81.0%. RXN SMILES: [CH2:1](Br)[C:2]1[CH:7]=[CH:6][CH:5]=[CH:4][CH:3]=1.[CH3:9][O:10][C:11]1[CH:18]=[CH:17][CH:16]=[C:13]([CH:14]=[O:15])[C:12]=1[OH:19].C(=O)([O-])[O-].[K+].[K+].O>CN(C=O)C.[I-].[K+]>[CH2:1]([O:19][C:12]1[C:11]([O:10][CH3:9])=[CH:18][CH:17]=[CH:16][C:13]=1[CH:14]=[O:15])[C:2]1[CH:7]=[CH:6][CH:5]=[CH:4][CH:3]=1 |f:2.3.4,7.8|. Procedure: Benzyl bromide (8.6 ml) was added to a stirred solution of 3-methoxysalicylaldehyde (10 g), potassium carbonate (14.76 g) and potassium iodide (0.12 g) in DMF (120 ml) under an atmosphere of argon. The reaction was heated at 70° C. for 16 hours. Water (200 ml) was added causing the precipitation of a brown oil which crystallised on cooling. The solid was filtered, washed with water, dissolved in dichloromethane and dried (MgSO4). The solvent was removed in vacuo to give an oil which crystallised... The reactants are C(C1=CC=CC=C1)C(C(=O)OCC)C(=O)OCC (diethyl benzylmalonate), [H][H] (hydrogen). Reagents/catalysts: [Rh] (rhodium on alumina). The solvent is CO (methanol). Yields the product C1(CCCCC1)CC(C(=O)OCC)C(=O)OCC (diethyl (cyclohexylmethyl)propanedioate). The yield is 98.6%. RXN SMILES: [CH2:1]([CH:8]([C:14]([O:16][CH2:17][CH3:18])=[O:15])[C:9]([O:11][CH2:12][CH3:13])=[O:10])[C:2]1[CH:7]=[CH:6][CH:5]=[CH:4][CH:3]=1.[H][H]>CO.[Rh]>[CH:2]1([CH2:1][CH:8]([C:9]([O:11][CH2:12][CH3:13])=[O:10])[C:14]([O:16][CH2:17][CH3:18])=[O:15])[CH2:3][CH2:4][CH2:5][CH2:6][CH2:7]1. Procedure: To a solution of 50.0 g of diethyl benzylmalonate in 100 ml of methanol under nitrogen is added 5.0 g of 5% rhodium on alumina. The mixture is hydrogenated in a Parr hydrogenator at 50 pounds per square inch of hydrogen for 16 hours. The mixture is filtered through diatomaceous earth and the filtrate concentrated under vacuum to give 50.5 g of diethyl (cyclohexylmethyl)propanedioate as a colorless oil. A 2.80 g sample of sodium hydride (60% in oil) is washed with hexane (decanted) under argon an... Reactants: COc1cc(CCc2cc(N)[nH]n2)cc(OC)c1, CCOC(=O)c1ccc(N2CCCN(C)CC2)s1, C[Al](C)C, Cc1ccccc1. Product: COc1cc(CCc2cc(NC(=O)c3ccc(N4CCCN(C)CC4)s3)[nH]n2)cc(OC)c1. As a reaction SMILES: [CH3:19][O:20][c:21]1[cH:22][c:23]([CH2:29][CH2:30][c:31]2[cH:32][c:33]([NH2:36])[nH:34][n:35]2)[cH:24][c:25]([O:27][CH3:28])[cH:26]1.[CH3:1][N:2]1[CH2:3][CH2:4][N:5]([c:9]2[cH:10][cH:11][c:12]([C:14]([O:16][CH2:15][CH3:17])=[O:18])[s:13]2)[CH2:6][CH2:7][CH2:8]1.[CH3:37][Al:38]([CH3:39])[CH3:40].[CH3:41][c:42]1[cH:43][cH:44][cH:45][cH:46][cH:47]1>>[CH3:1][N:2]1[CH2:3][CH2:4][N:5]([c:9]2[cH:10][cH:11][c:12]([C:14](=[O:16])[NH:36][c:33]3[cH:32][c:31]([CH2:30][CH2:29][c:23]4[cH:22][c:21]([O:20][CH3:19])[cH:26][c:25]([O:27][CH3:28])[cH:24]4)[n:35][nH:34]3)[s:13]2)[CH2:6][CH2:7][CH2:8]1. The reactants are [Cl-].[NH4+] (ammonium chloride), COC1=C2C=C(NC2=CC=C1)C(=O)OCC (Ethyl 4-methoxyindole-2-carboxylate), ClCCl (dichloromethane), [Mg] (magnesium). Solvent: CO (methanol). The product is COC1=C2CC(NC2=CC=C1)C(=O)OC (Methyl 4-methoxyindoline-2(R/S)-carboxylate). As a reaction SMILES: [CH3:1][O:2][C:3]1[CH:11]=[CH:10][CH:9]=[C:8]2[C:4]=1[CH:5]=[C:6]([C:12]([O:14][CH2:15]C)=[O:13])[NH:7]2.[Mg].ClCCl.[Cl-].[NH4+]>CO>[CH3:1][O:2][C:3]1[CH:11]=[CH:10][CH:9]=[C:8]2[C:4]=1[CH2:5][CH:6]([C:12]([O:14][CH3:15])=[O:13])[NH:7]2 |f:3.4|. Procedure: Ethyl 4-methoxyindole-2-carboxylate (0.95 g, 4.33 mmol) was dissolved in methanol (10 ml) and magnesium shavings (0.471 g, 19.37 mmol) were then added, with stirring, at room temperature under a nitrogen atmosphere. After the reaction started, a water bath was used to maintain the reaction temperature between 15-20° C. This mixture was stirred overnight. At the end of the reaction, dichloromethane (200 ml) was added to the mixture, followed by ammonium chloride solution (200 ml). The organic pha...